Dataset: the Open Reaction Database (ORD), a public repository of structured organic reaction records. Task: describe an organic reaction: reactants, conditions, products, and yield Starting materials: CN(C1CCC=2NC3=C(C=CC=C3C2C1)Br)C (3-(Dimethylamino)-8-bromo-1,2,3,4-tetrahydrocarbazole), C(CN)N (ethylenediamine), cuprous cyanide, CN(C=O)C (dimethylformamide). Solvent: O (water). Product: CN(C1CCC=2NC3=C(C=CC=C3C2C1)C#N)C (3-(Dimethylamino)-8-cyano-1,2,3,4-tetrahydrocarbazole). RXN SMILES: [CH3:1][N:2]([CH3:17])[CH:3]1[CH2:15][C:14]2[C:13]3[C:8](=[C:9](Br)[CH:10]=[CH:11][CH:12]=3)[NH:7][C:6]=2[CH2:5][CH2:4]1.[CH3:18][N:19](C)C=O.C(N)CN>O>[CH3:1][N:2]([CH3:17])[CH:3]1[CH2:15][C:14]2[C:13]3[C:8](=[C:9]([C:18]#[N:19])[CH:10]=[CH:11][CH:12]=3)[NH:7][C:6]=2[CH2:5][CH2:4]1. Procedure details: 3-(Dimethylamino)-8-bromo-1,2,3,4-tetrahydrocarbazole (18.8 g.) (Example 211) and 17.5 g. of cuprous cyanide in 150 ml. of dimethylformamide was heated under reflux for four hours. The warm reaction mixture was poured into a solution of 200 ml. of ethylenediamine in 400 ml. of water. This was mixed thoroughly and extracted several times with chloroform. The chloroform layer was separated and washed with a dilute solution of ethylenediamine, water, saturated salt solution, and evaporated to dryne... Starting materials: Cl (hydrochloric acid), FC(C1=C(C=CC=C1)NS(=O)(=O)C1=NNC(=N1)N)(F)F (N-(2-trifluoromethylphenyl)-5-amino-1,2,4-triazole-3-sulfonamide), C(CC(=O)C)(=O)OCC (ethyl acetoacetate). Run in CO (methanol). Reaction conditions: time 5 day. Yields the product FC(C1=C(C=CC=C1)NS(=O)(=O)C1=NN2C(N=C(C=C2O)C)=N1)(F)F (N-(2-trifluoromethylphenyl)-7-hydroxy-5-methyl-1,2,4-triazolo[1,5-a]pyrimidine-2-sulfonamide), hemihydrate. As a reaction SMILES: Cl.[F:2][C:3]([F:21])([F:20])[C:4]1[CH:9]=[CH:8][CH:7]=[CH:6][C:5]=1[NH:10][S:11]([C:14]1[N:18]=[C:17]([NH2:19])[NH:16][N:15]=1)(=[O:13])=[O:12].[C:22](OCC)(=[O:27])[CH2:23][C:24]([CH3:26])=O>CO>[F:21][C:3]([F:2])([F:20])[C:4]1[CH:9]=[CH:8][CH:7]=[CH:6][C:5]=1[NH:10][S:11]([C:14]1[N:18]=[C:17]2[N:19]=[C:24]([CH3:26])[CH:23]=[C:22]([OH:27])[N:16]2[N:15]=1)(=[O:12])=[O:13]. Reported procedure: A solution of 1 ml of 12N hydrochloric acid in 250 ml of methanol was added to a mixture of 20.0 g (65.1 mmol) of N-(2-trifluoromethylphenyl)-5-amino-1,2,4-triazole-3-sulfonamide and 9.2 ml (72.2 mmol) of ethyl acetoacetate and the mixture heated to reflux with stirring. After about 5 days, most but not all of the starting material was found to have reacted by thin layer chromatography. The solution was chilled and the precipitate that formed was collected by filtration, washed with cold methano... The reactants are C1(CCCCC1)C=1NS(C2=C(N1)C(=CC(=C2)S(N(CC)CC)(=O)=O)C=O)(=O)=O (3-Cyclohexyl-7-(N,N-diethylsulphamoyl)-5-formyl-1,2-dihydro-1,2,4-benzothiadiazine-1,1-dioxide), Cl (hydrochloric acid). Reagents/catalysts: [Pd] (Pd/C). The solvent is CCO (EtOH). The product is C1(CCCCC1)C=1NS(C2=C(N1)C(=CC(=C2)S(N(CC)CC)(=O)=O)C)(=O)=O (3-cyclohexyl-7-(N,N-diethylsulphamoyl)-5-methyl-1,2-dihydro-1,2,4-benzothiadiazine-1,1-dioxide). The yield is 0.1%. As a reaction SMILES: [CH:1]1([C:7]2[NH:8][S:9](=[O:28])(=[O:27])[C:10]3[CH:16]=[C:15]([S:17](=[O:24])(=[O:23])[N:18]([CH2:21][CH3:22])[CH2:19][CH3:20])[CH:14]=[C:13]([CH:25]=O)[C:11]=3[N:12]=2)[CH2:6][CH2:5][CH2:4][CH2:3][CH2:2]1.Cl>CCO.[Pd]>[CH:1]1([C:7]2[NH:8][S:9](=[O:27])(=[O:28])[C:10]3[CH:16]=[C:15]([S:17](=[O:24])(=[O:23])[N:18]([CH2:21][CH3:22])[CH2:19][CH3:20])[CH:14]=[C:13]([CH3:25])[C:11]=3[N:12]=2)[CH2:2][CH2:3][CH2:4][CH2:5][CH2:6]1. Procedure: 3-Cyclohexyl-7-(N,N-diethylsulphamoyl)-5-formyl-1,2-dihydro-1,2,4-benzothiadiazine-1,1-dioxide (0.20 g, 0.46 mmol) was dissolved in 99% EtOH (60 ml). One small drop of concentrated hydrochloric acid was added to ensure fully hydrogenation. The mixture was hydrogenated using Pd/C (10%, 10 mg) at 4 bar pressure for 24 h. The mixture was filtered through a pad of Celite M and evaporated to dryness. The residue was dissolved in EtOAc (50 ml) and washed with water (10 ml), dried (Na2SO4) and evaporat...